Dataset: the Open Reaction Database (ORD), a public repository of structured organic reaction records. Task: describe an organic reaction: reactants, conditions, products, and yield Reactants: [Cl-].[NH4+] (ammonium chloride), C[Mg]Cl (methylmagnesium chloride), 20, ClC1=CC(=C(C=C1)N1C(C=2CCCCC2C1=O)=O)F (2-(4-chloro-2-fluorophenyl)-4,5,6,7-tetrahydro-2 H-isoindole-1,3-dione). Run in O1CCCC1 (tetrahydrofuran), O1CCCC1 (tetrahydrofuran). Run at time 2 hour. Product: 23.5, ClC1=CC(=C(C=C1)N1C(C=2CCCCC2C1(C)O)=O)F (2-(4-chloro-2-fluorophenyl) -2,3,4,5,6,7-hexahydro-3-hydroxy-3methyl-1H-isoindol-1-one). As a reaction SMILES: [CH3:1][Mg]Cl.[Cl:4][C:5]1[CH:10]=[CH:9][C:8]([N:11]2[C:19](=[O:20])[C:18]3[CH2:17][CH2:16][CH2:15][CH2:14][C:13]=3[C:12]2=[O:21])=[C:7]([F:22])[CH:6]=1.[Cl-].[NH4+]>O1CCCC1>[Cl:4][C:5]1[CH:10]=[CH:9][C:8]([N:11]2[C:12]([OH:21])([CH3:1])[C:13]3[CH2:14][CH2:15][CH2:16][CH2:17][C:18]=3[C:19]2=[O:20])=[C:7]([F:22])[CH:6]=1 |f:2.3|. Reported procedure: Twenty parts of a 3.13M methylmagnesium chloride solution in tetrahydrofuran was added dropwise to a solution of 20 parts of 2-(4-chloro-2-fluorophenyl)-4,5,6,7-tetrahydro-2 H-isoindole-1,3-dione in 200 parts of anhydrous tetrahydrofuran at 0° C over 1/2 hour. After stirring for 2 hours at 0° , 10 parts of a saturated aqueous ammonium chloride was added dropwise at 0°, resulting in a granular precipitate. After filtering the precipitate, the filtrate was evaporated at 300 mm. Hg and 50° to give ... Starting materials: Br, FC(F)(F)c1ccccc1Br, [Cl-], [Cl-], Cl, [Fe+2]. Yields the product FC(F)(F)c1ccccc1. RXN SMILES: [Br:12].[Br:1][c:2]1[c:3]([C:8]([F:9])([F:10])[F:11])[cH:4][cH:5][cH:6][cH:7]1.[Cl-:14].[Cl-:16].[Cl:13].[Fe+2:15]>>[cH:2]1[c:3]([C:8]([F:9])([F:10])[F:11])[cH:4][cH:5][cH:6][cH:7]1. The reactants are BrC1=CC=C(C=C1)C(F)(F)F (4-bromotrifluoromethylbenzene), ClC1=C2C(C(NC2=CC(=C1)Cl)=O)=O (4,6-dichloro-1H-indole-2,3-dione), O (Water), [Mg] (magnesium). The solvent is C(C)OCC (ethyl ether), C1CCOC1 (THF), C(C)OCC (ethyl ether). Run at time 1 hour. Product: OC1(C(NC2=CC(=CC(=C12)Cl)Cl)=O)C1=CC=C(C=C1)C(F)(F)F (3-Hydroxy-4,6-dichloro-1,3-dihydro-3-(4-trifluoromethylphenyl)indol-2-one). As a reaction SMILES: [Mg].Br[C:3]1[CH:8]=[CH:7][C:6]([C:9]([F:12])([F:11])[F:10])=[CH:5][CH:4]=1.[Cl:13][C:14]1[CH:22]=[C:21]([Cl:23])[CH:20]=[C:19]2[C:15]=1[C:16](=[O:25])[C:17](=[O:24])[NH:18]2.O>C(OCC)C.C1COCC1>[OH:25][C:16]1([C:3]2[CH:8]=[CH:7][C:6]([C:9]([F:12])([F:11])[F:10])=[CH:5][CH:4]=2)[C:15]2[C:19](=[CH:20][C:21]([Cl:23])=[CH:22][C:14]=2[Cl:13])[NH:18][C:17]1=[O:24]. Procedure: 1.8 g of Grignard magnesium are placed in 19 ml of anhydrous ethyl ether in a round-bottomed flask equipped with a mechanical stirrer, and under a stream of nitrogen. A mixture of 8.9 ml of 4-bromotrifluoromethylbenzene in 46 ml of anhydrous ethyl ether is then added. The mixture is stirred for one hour, followed by addition of a solution of 5.7 g of 4,6-dichloro-1H-indole-2,3-dione in 100 ml of anhydrous THF. The mixture is stirred at room temperature for 4 hours 30 minutes. Water is added and ...